From a dataset of the Open Reaction Database (ORD), a public repository of structured organic reaction records. describe an organic reaction: reactants, conditions, products, and yield Reactants: COc1ccc(C(=O)Cl)cc1, CCc1cc(-c2ccc(CN)o2)c(C)[nH]c1=O. The product is CCc1cc(-c2ccc(CNC(=O)c3ccc(OC)cc3)o2)c(C)[nH]c1=O. RXN SMILES: [CH3:18][O:19][c:20]1[cH:21][cH:22][c:23]([C:24](=[O:25])[Cl:26])[cH:27][cH:28]1.[NH2:1][CH2:2][c:3]1[cH:4][cH:5][c:6](-[c:8]2[cH:9][c:10]([CH2:16][CH3:17])[c:11](=[O:15])[nH:12][c:13]2[CH3:14])[o:7]1>>[NH:1]([CH2:2][c:3]1[cH:4][cH:5][c:6](-[c:8]2[cH:9][c:10]([CH2:16][CH3:17])[c:11](=[O:15])[nH:12][c:13]2[CH3:14])[o:7]1)[C:24]([c:23]1[cH:22][cH:21][c:20]([O:19][CH3:18])[cH:28][cH:27]1)=[O:25]. Reactants: Brc1ccc(Br)nc1, [Li]CCCC, Cc1ccccc1, CCCC=O. The product is CCCC(O)c1ccc(Br)cn1. As a reaction SMILES: [Br:1][c:2]1[n:3][cH:4][c:5]([Br:8])[cH:6][cH:7]1.[CH2:9]([Li:10])[CH2:11][CH2:12][CH3:13].[CH3:19][c:20]1[cH:21][cH:22][cH:23][cH:24][cH:25]1.[CH:14]([CH2:15][CH2:16][CH3:17])=[O:18]>>[c:2]1([CH:14]([CH2:15][CH2:16][CH3:17])[OH:18])[n:3][cH:4][c:5]([Br:8])[cH:6][cH:7]1.